Dataset: the Open Reaction Database (ORD), a public repository of structured organic reaction records. Task: describe an organic reaction: reactants, conditions, products, and yield The reactants are FC1=C(COC[C@H]2NC[C@@H](C2)SC(C2=CC=CC=C2)(C2=CC=CC=C2)C2=CC=CC=C2)C=C(C(=C1)F)F ((2S,4R)-2-(2,4,5-Trifluoro-benzyloxymethyl)-4-tritylsulfanyl-pyrrolidine), ClC1=NC=C(C=N1)CCC (2-chloro5-n-propylpyrimidine), C(C)N(C(C)C)C(C)C (N-ethyldiisopropylamine). The reagents and catalysts are [Cu]I (copper(I) iodide). Product: C(CC)C=1C=NC(=NC1)N1[C@@H](C[C@H](C1)SC(C1=CC=CC=C1)(C1=CC=CC=C1)C1=CC=CC=C1)COCC1=C(C=C(C(=C1)F)F)F ((2S,4R)-5-Propyl-2-[2-(2,4,5-trifluoro-benzyloxymethyl)-4-tritylsulfanyl-pyrrolidin-1-yl]-pyrimidine). Isolated yield 81.2%. RXN SMILES: [F:1][C:2]1[CH:35]=[C:34]([F:36])[C:33]([F:37])=[CH:32][C:3]=1[CH2:4][O:5][CH2:6][C@@H:7]1[CH2:11][C@@H:10]([S:12][C:13]([C:26]2[CH:31]=[CH:30][CH:29]=[CH:28][CH:27]=2)([C:20]2[CH:25]=[CH:24][CH:23]=[CH:22][CH:21]=2)[C:14]2[CH:19]=[CH:18][CH:17]=[CH:16][CH:15]=2)[CH2:9][NH:8]1.Cl[C:39]1[N:44]=[CH:43][C:42]([CH2:45][CH2:46][CH3:47])=[CH:41][N:40]=1.C(N(C(C)C)C(C)C)C>[Cu]I>[CH2:45]([C:42]1[CH:41]=[N:40][C:39]([N:8]2[CH2:9][C@H:10]([S:12][C:13]([C:20]3[CH:25]=[CH:24][CH:23]=[CH:22][CH:21]=3)([C:14]3[CH:15]=[CH:16][CH:17]=[CH:18][CH:19]=3)[C:26]3[CH:27]=[CH:28][CH:29]=[CH:30][CH:31]=3)[CH2:11][C@H:7]2[CH2:6][O:5][CH2:4][C:3]2[CH:32]=[C:33]([F:37])[C:34]([F:36])=[CH:35][C:2]=2[F:1])=[N:44][CH:43]=1)[CH2:46][CH3:47]. Procedure: A mixture of 2 g (3.85 mmol)(2S,4R)-2-(2,4,5-Trifluoro-benzyloxymethyl)-4-tritylsulfanyl-pyrrolidine, 1.2 g (7.7 mmol) 2-chloro5-n-propylpyrimidine, 1.98 ml (11.55 mmol) N-ethyldiisopropylamine and a catalytic amount of copper(I) iodide was heated for 10 h at 80° C. The reaction was cooled and partitioned between H2O/Et2O (3×300). The organic phases were washed with aqueous saturated NaHCO3, aqueous 10% NaCl, dried (NaSO4) and evaporated. Flash chromatography on silica gel (toluene/Et2O 99:1) ga...